Dataset: the Open Reaction Database (ORD), a public repository of structured organic reaction records. Task: describe an organic reaction: reactants, conditions, products, and yield Starting materials: CC1(C)Cc2cc(C(=O)O)ccc2NC1c1cccc(Br)c1, O=C([O-])[O-], CN(C)CC(=O)O, CS(C)=O, Cl, [Cu]I, [K+], [K+], CC(C)(N)CO. Product: CC(C)(CO)Nc1cccc(C2Nc3ccc(C(=O)O)cc3CC2(C)C)c1. RXN SMILES: [Br:1][c:2]1[cH:3][c:4]([CH:8]2[NH:9][c:10]3[cH:11][cH:12][c:13]([C:20](=[O:21])[OH:22])[cH:14][c:15]3[CH2:16][C:17]2([CH3:18])[CH3:19])[cH:5][cH:6][cH:7]1.[C:37](=[O:38])([O-:39])[O-:40].[CH3:30][N:31]([CH3:32])[CH2:33][C:34]([OH:35])=[O:36].[CH3:43][S:44](=[O:45])[CH3:46].[ClH:29].[Cu:47][I:48].[K+:41].[K+:42].[NH2:23][C:24]([CH2:25][OH:26])([CH3:27])[CH3:28]>>[c:2]1([NH:23][C:24]([CH2:25][OH:26])([CH3:27])[CH3:28])[cH:3][c:4]([CH:8]2[NH:9][c:10]3[cH:11][cH:12][c:13]([C:20](=[O:21])[OH:22])[cH:14][c:15]3[CH2:16][C:17]2([CH3:18])[CH3:19])[cH:5][cH:6][cH:7]1. RXN SMILES: [CH3:17][CH:18]1[c:19]2[cH:20][c:21]([N+:22]([O-:23])=[O:24])[cH:25][cH:26][c:27]2[CH2:28][CH2:29][N:30]([CH3:31])[CH2:32]1.[CH3:1][CH:2]1[CH2:3][N:4]([CH3:16])[CH2:5][CH2:6][c:7]2[c:8]1[cH:9][cH:10][c:11]([N+:13]([O-:14])=[O:15])[cH:12]2.[CH3:33][OH:34]>>[CH3:1][CH:2]1[CH2:3][N:4]([CH3:16])[CH2:5][CH2:6][c:7]2[c:8]1[cH:9][cH:10][c:11]([NH2:13])[cH:12]2. Product: CC1CN(C)CCc2cc(N)ccc21. The reactants are CC1CN(C)CCc2ccc([N+](=O)[O-])cc21, CC1CN(C)CCc2cc([N+](=O)[O-])ccc21, CO. Starting materials: O=C([O-])[O-], CCOC(C)=O, Cc1ccccc1, Sc1ccc(Cl)cc1, CC(=O)c1ccc([N+](=O)[O-])c(Cl)c1, [K+], [K+], O. The product is CC(=O)c1ccc([N+](=O)[O-])c(Sc2ccc(Cl)cc2)c1. Reaction SMILES: [C:22](=[O:23])([O-:24])[O-:25].[CH3:28][CH2:29][O:30][C:31](=[O:32])[CH3:33].[CH3:34][c:35]1[cH:36][cH:37][cH:38][cH:39][cH:40]1.[Cl:14][c:15]1[cH:16][cH:17][c:18]([SH:21])[cH:19][cH:20]1.[Cl:1][c:2]1[cH:3][c:4]([C:11]([CH3:12])=[O:13])[cH:5][cH:6][c:7]1[N+:8](=[O:9])[O-:10].[K+:26].[K+:27].[OH2:41]>>[c:2]1([S:21][c:18]2[cH:17][cH:16][c:15]([Cl:14])[cH:20][cH:19]2)[cH:3][c:4]([C:11]([CH3:12])=[O:13])[cH:5][cH:6][c:7]1[N+:8](=[O:9])[O-:10]. Reactants: CCOC(=O)CP(=O)(OCC)OCC, CCCCCC, CCOCC, CC(C)(C)OC(=O)c1ccc(C=O)s1, [H-], [Na+], C1CCOC1. Product: CCOC(=O)C=Cc1ccc(C(=O)OC(C)(C)C)s1. Reaction SMILES: [CH2:3]([O:4][P:5]([O:6][CH2:7][CH3:8])(=[O:9])[CH2:11][C:12](=[O:13])[O:14][CH2:15][CH3:16])[CH3:10].[CH3:31][CH2:32][CH2:33][CH2:34][CH2:35][CH3:36].[CH3:42][CH2:43][O:44][CH2:45][CH3:46].[CH:17](=[O:18])[c:19]1[cH:20][cH:21][c:22]([C:24](=[O:25])[O:26][C:27]([CH3:28])([CH3:29])[CH3:30])[s:23]1.[H-:1].[Na+:2].[O:37]1[CH2:38][CH2:39][CH2:40][CH2:41]1>>[CH:11]([C:12](=[O:13])[O:14][CH2:15][CH3:16])=[CH:17][c:19]1[cH:20][cH:21][c:22]([C:24](=[O:25])[O:26][C:27]([CH3:28])([CH3:29])[CH3:30])[s:23]1. Reactants: FC1=NC=C(C=C1F)C(F)(F)F (2,3-difluoro-5-trifluoromethylpyridine), C1(=CC=CC=C1)S (thiophenol). The reagents and catalysts are [Cu] (copper). Solvent: C(Cl)Cl (methylene chloride). Reaction conditions: temperature 160 celsius, time 2 hour. Product: FC=1C(=NC=C(C1)C(F)(F)F)SC1=CC=CC=C1 (3-Fluoro-2-phenylthio-5-trifluoromethylpyridine). As a reaction SMILES: F[C:2]1[C:7]([F:8])=[CH:6][C:5]([C:9]([F:12])([F:11])[F:10])=[CH:4][N:3]=1.[C:13]1([SH:19])[CH:18]=[CH:17][CH:16]=[CH:15][CH:14]=1>C(Cl)Cl.[Cu]>[F:8][C:7]1[C:2]([S:19][C:13]2[CH:18]=[CH:17][CH:16]=[CH:15][CH:14]=2)=[N:3][CH:4]=[C:5]([C:9]([F:12])([F:11])[F:10])[CH:6]=1. Procedure: At 148-156° C., 59.6 g (0.326 mol) of 2,3-difluoro-5-trifluoromethylpyridine were added over a period of 2.5 h to 37.7 g (0.338 mol) of 98.7% pure thiophenol and 2.1 mg (0.01 mol %) of copper powder, and the mixture was stirred at 156-164° C. for 2 hours. After cooling, the residue was taken up in methylene chloride, washed with 0.5 N aqueous sodium hydroxide solution and water, dried over magnesium sulfate and concentrated under reduced pressure. 88.9 g (100% of theory) of the title compound of... The product is CN(CCN1CCCC2=CC(=CC(=C12)F)N)C (1-(2-(Dimethylamino)ethyl)-8-fluoro-1,2,3,4-tetrahydroquinolin-6-amine). Reagents/catalysts: [Pd] (Pd). Run in C(C)O (Ethanol). RXN SMILES: [F:1][C:2]1[CH:3]=[C:4]([N+:17]([O-])=O)[CH:5]=[C:6]2[C:11]=1[N:10]([CH2:12][CH2:13][N:14]([CH3:16])[CH3:15])[CH2:9][CH2:8][CH2:7]2.[H][H]>[Pd].C(O)C>[CH3:15][N:14]([CH3:16])[CH2:13][CH2:12][N:10]1[C:11]2[C:6](=[CH:5][C:4]([NH2:17])=[CH:3][C:2]=2[F:1])[CH2:7][CH2:8][CH2:9]1. Procedure details: 2-(8-Fluoro-6-nitro-3,4-dihydroquinolin-1(2H)-yl)-N,N-dimethylethanamine (340 mg, 1.27 mmol) was weighed into a round bottom flask equipped with a stir bar. Ethanol (8 mL) was added, followed by Pd (10 wt. % on activated carbon). The flask was fitted with a balloon of hydrogen, evacuated of air and backfilled with hydrogen. The reaction mixture was stirred for 2 h at room temperature under balloon pressure. The reaction mixture was then filtered through a pad of celite and the pad washed with me... Run at time 2 hour. Starting materials: FC=1C=C(C=C2CCCN(C12)CCN(C)C)[N+](=O)[O-] (2-(8-Fluoro-6-nitro-3,4-dihydroquinolin-1(2H)-yl)-N,N-dimethylethanamine), [H][H] (hydrogen). Starting materials: Cl.ClC1=CC=C2CCNCC2=C1Cl (7,8-Dichloro-1,2,3,4-tetrahydroisoquinoline hydrochloride), C(C)(=O)[O-].[Na+] (sodium acetate), C(C)(=O)OC(C)=O (acetic anhydride), N (ammonia). Run in O (water), C(C)(=O)O (acetic acid). Yields the product C(C)(=O)N1CC2=C(C(=CC=C2CC1)Cl)Cl (2-acetyl-7,8-dichloro-1,2,3,4-tetrahydroisoquinoline). As a reaction SMILES: Cl.[Cl:2][C:3]1[C:12]([Cl:13])=[C:11]2[C:6]([CH2:7][CH2:8][NH:9][CH2:10]2)=[CH:5][CH:4]=1.[C:14]([O-])(=[O:16])[CH3:15].[Na+].C(OC(=O)C)(=O)C.N>O.C(O)(=O)C>[C:14]([N:9]1[CH2:8][CH2:7][C:6]2[C:11](=[C:12]([Cl:13])[C:3]([Cl:2])=[CH:4][CH:5]=2)[CH2:10]1)(=[O:16])[CH3:15] |f:0.1,2.3|. Reported procedure: 7,8-Dichloro-1,2,3,4-tetrahydroisoquinoline hydrochloride (0.001 mole) was treated with sodium acetate (0.001 mole), acetic anhydride (0.00125 mole), and 2 ml. of acetic acid and the mixture was heated at 95° C. for 15 minutes. The mixture was cooled, diluted with water, made alkaline with aqueous ammonia and extracted with chloroform. Concentration of the extract and recrystallization of the residue from isopropanol gave 2-acetyl-7,8-dichloro-1,2,3,4-tetrahydroisoquinoline, m.p. 99.5-100° C.